This data is from the Open Reaction Database (ORD), a public repository of structured organic reaction records. The task is: describe an organic reaction: reactants, conditions, products, and yield The reactants are ( #100 ), starch, C=CC1=CC=CC=C1 (Styrene), C(=C)C(C1=CC=CC=C1)Cl (vinylbenzyl chloride), C(=C)C1=C(C=CC=C1)C=C (divinyl benzene), C(C1=CC=CC=C1)(=O)OOC(C1=CC=CC=C1)=O (benzoyl peroxide). Run in O (water). Conditions: temperature 80 celsius, time 24 hour. The product is C=CC1=CC=CC=C1.C(=C)C(C1=CC=CC=C1)Cl (styrene vinylbenzyl chloride). As a reaction SMILES: [CH2:1]=[CH:2][C:3]1[CH:8]=[CH:7][CH:6]=[CH:5][CH:4]=1.[CH:9]([CH:11]([Cl:18])[C:12]1[CH:17]=[CH:16][CH:15]=[CH:14][CH:13]=1)=[CH2:10].C(C1C=CC=CC=1C=C)=C.C(OOC(=O)C1C=CC=CC=1)(=O)C1C=CC=CC=1>O>[CH2:1]=[CH:2][C:3]1[CH:8]=[CH:7][CH:6]=[CH:5][CH:4]=1.[CH:9]([CH:11]([Cl:18])[C:12]1[CH:17]=[CH:16][CH:15]=[CH:14][CH:13]=1)=[CH2:10] |f:5.6|. Procedure: Styrene 123 g (1.18 moles), vinylbenzyl chloride 14 g (0.090 moles), divinyl benzene 30 g (0.225 moles), benzoyl peroxide 0.75 g, and 1.0 ml of mineral oil were added to 45 ml of warm water (80° C.) containing 4.5 g of soluble starch and stirred at 400 rpm at 80° C. for 24 hours. The reaction mixture was cooled and the white spherical polymer was screened through a fine mesh sieve (#100) and washed with organic solvents and water, and then dried overnight at 80° C. The polymer contained about 1....